Dataset: the Open Reaction Database (ORD), a public repository of structured organic reaction records. Task: describe an organic reaction: reactants, conditions, products, and yield Reactants: O=C1CCC(NC(=O)OCc2ccccc2)CC1, Nc1ccccc1. The product is O=C(NC1CCC(Nc2ccccc2)CC1)OCc1ccccc1. Reaction SMILES: [CH2:1]([c:2]1[cH:3][cH:4][cH:5][cH:6][cH:7]1)[O:8][C:9](=[O:10])[NH:11][CH:12]1[CH2:13][CH2:14][C:15](=[O:18])[CH2:16][CH2:17]1.[NH2:19][c:20]1[cH:21][cH:22][cH:23][cH:24][cH:25]1>>[CH2:1]([c:2]1[cH:3][cH:4][cH:5][cH:6][cH:7]1)[O:8][C:9](=[O:10])[NH:11][CH:12]1[CH2:13][CH2:14][CH:15]([NH:19][c:20]2[cH:21][cH:22][cH:23][cH:24][cH:25]2)[CH2:16][CH2:17]1. The reactants are COC(=O)C1=C(C=CC=C1)B(O)O ((2-methoxycarbonylphenyl)boronic acid), C(CCC)N(CCO)CCO (N-butyldiethanolamine). Solvent: C1(=CC=CC=C1)C (toluene). Conditions: temperature 50 celsius, time 8 hour. Product: COC(=O)C1=C(C=CC=C1)B1OCCN(CCO1)CCCC (2-(2′-methoxycarbonylphenyl)-6-butyl[1,3,6,2]dioxazaborocan). Yield: 98.1%. As a reaction SMILES: [CH3:1][O:2][C:3]([C:5]1[CH:10]=[CH:9][CH:8]=[CH:7][C:6]=1[B:11]([OH:13])[OH:12])=[O:4].[CH2:14]([N:18]([CH2:22][CH2:23]O)[CH2:19][CH2:20]O)[CH2:15][CH2:16][CH3:17]>C1(C)C=CC=CC=1>[CH3:1][O:2][C:3]([C:5]1[CH:10]=[CH:9][CH:8]=[CH:7][C:6]=1[B:11]1[O:13][CH2:23][CH2:22][N:18]([CH2:14][CH2:15][CH2:16][CH3:17])[CH2:19][CH2:20][O:12]1)=[O:4]. Reported procedure: To a suspension of (2-methoxycarbonylphenyl)boronic acid (5.0 g, 27.8 mmol) in toluene (40 mL) was added N-butyldiethanolamine (4.8 mL, 29.2 mmol, 1.05 equiv.) via a syringe. The mixture was heated at 50° C. for two hours. After cooling to room temperature, the toluene was evaporated under reduced pressure and the remaining clear colorless crude oil was treated with heptanes (˜500 mL). The heptanes mixture was then sonicated ˜5 min and the resulting suspension was allowed to stand at room temper... Starting materials: C(C)(C)[N-]C(C)C.[Li+] (lithium diisopropylamide), solution, C1(=CC=CC=C1)S(=O)(=O)CC(=O)OC (methyl 2-(phenylsulphonyl)acetate), C1(=CC=CC=C1)N(C(=O)OC(C1=CC(=C(C=C1)CN1C=CC2=CC=C(C=C12)NC(C(CCCC)CC)=O)OC)=O)C1=CC=CC=C1 (4-[6-(2-ethylhexanamido)indole-1-yl-methyl]-3-methoxybenzoic N,N-diphenylcarbamic anhydride), resultant mixture, P(=O)(O)(O)[O-].[K+] (potassium dihydrogen phosphate). Solvent: C1CCOC1 (THF), C1CCOC1 (THF), C1CCOC1 (THF). Run at time 2 hour. The product is C(C)C(C(=O)NC1=CC=C2C=CN(C2=C1)CC1=C(C=C(C(=O)C(C(=O)OC)S(=O)(=O)C2=CC=CC=C2)C=C1)OC)CCCC (Methyl 2-[4-[6-(2-ethylhexanamido)indol-1-ylmethyl]-3-methoxybenzoyl]-2-phenylsulphonylacetate). As a reaction SMILES: C([N-]C(C)C)(C)C.[Li+].[C:9]1([S:15]([CH2:18][C:19]([O:21][CH3:22])=[O:20])(=[O:17])=[O:16])[CH:14]=[CH:13][CH:12]=[CH:11][CH:10]=1.C1(N(C2C=CC=CC=2)C([O:32][C:33](=O)[C:34]2[CH:39]=[CH:38][C:37]([CH2:40][N:41]3[C:49]4[C:44](=[CH:45][CH:46]=[C:47]([NH:50][C:51](=[O:59])[CH:52]([CH2:57][CH3:58])[CH2:53][CH2:54][CH2:55][CH3:56])[CH:48]=4)[CH:43]=[CH:42]3)=[C:36]([O:60][CH3:61])[CH:35]=2)=O)C=CC=CC=1.P([O-])(O)(O)=O.[K+]>C1COCC1>[CH2:57]([CH:52]([CH2:53][CH2:54][CH2:55][CH3:56])[C:51]([NH:50][C:47]1[CH:48]=[C:49]2[C:44]([CH:43]=[CH:42][N:41]2[CH2:40][C:37]2[CH:38]=[CH:39][C:34]([C:33]([CH:18]([S:15]([C:9]3[CH:10]=[CH:11][CH:12]=[CH:13][CH:14]=3)(=[O:17])=[O:16])[C:19]([O:21][CH3:22])=[O:20])=[O:32])=[CH:35][C:36]=2[O:60][CH3:61])=[CH:45][CH:46]=1)=[O:59])[CH3:58] |f:0.1,4.5|. Reported procedure: A solution of lithium diisopropylamide (6.0 ml of a 0.5M solution in THF) was added to a solution of methyl 2-(phenylsulphonyl)acetate (650 mg) in THF (5.0 ml) at -78° C. A solution of 4-[6-(2-ethylhexanamido)indol-1-ylmethyl]-3-methoxybenzoic N,N-diphenylcarbamic anhydride (A) (617 mg) in THF (5.0 ml) was added to the resultant mixture. After 2 hours, the reaction solution was allowed to warm to room temperature overnight and an excess of a solution of potassium dihydrogen phosphate was then ad... The reactants are NC(CCCC(=O)OC)C1=C(C=CC=C1OC)OC (methyl 5-amino-5-(2,6-dimethoxyphenyl)pentanoate), CN1C2=CC=CC=C2C=2C=C(C=CC12)C=O (9-methyl-9H-carbazole-3-carbaldehyde). Yields the product COC1=C(C(=CC=C1)OC)C1CCCC(N1CC=1C=CC=2N(C3=CC=CC=C3C2C1)C)=O (6-(2,6-dimethoxyphenyl)-1-((9-methyl-9H-carbazol-3-yl)methyl)piperidin-2-one). As a reaction SMILES: [NH2:1][CH:2]([C:10]1[C:15]([O:16][CH3:17])=[CH:14][CH:13]=[CH:12][C:11]=1[O:18][CH3:19])[CH2:3][CH2:4][CH2:5][C:6]([O:8]C)=O.[CH3:20][N:21]1[C:33]2[CH:32]=[CH:31][C:30]([CH:34]=O)=[CH:29][C:28]=2[C:27]2[C:22]1=[CH:23][CH:24]=[CH:25][CH:26]=2>>[CH3:19][O:18][C:11]1[CH:12]=[CH:13][CH:14]=[C:15]([O:16][CH3:17])[C:10]=1[CH:2]1[N:1]([CH2:34][C:30]2[CH:31]=[CH:32][C:33]3[N:21]([CH3:20])[C:22]4[C:27]([C:28]=3[CH:29]=2)=[CH:26][CH:25]=[CH:24][CH:23]=4)[C:6](=[O:8])[CH2:5][CH2:4][CH2:3]1. Procedure: Prepared according to the described general procedure 1 (GP1) by reaction of methyl 5-amino-5-(2,6-dimethoxyphenyl)pentanoate with commercially available 9-methyl-9H-carbazole-3-carbaldehyde. Subsequent purification by preparative HPLC afforded the target compound. LC-MS (conditions A): tR=0.94 min.; [M+H]+: 429.28 g/mol. As a reaction SMILES: [CH2:1]([Li:2])[CH2:3][CH2:4][CH3:5].[Cl-:29].[Na+:28].[O:30]1[CH2:31][CH2:32][CH2:33][CH2:34]1.[OH:6][CH2:7][CH:8]1[O:9][C:10]([CH3:15])([CH3:16])[O:11][CH:12]1[CH2:13][OH:14].[c:17]1([CH3:27])[cH:18][cH:19][c:20]([S:23](=[O:24])(=[O:25])[Cl:26])[cH:21][cH:22]1>>[OH:6][CH2:7][CH:8]1[O:9][C:10]([CH3:15])([CH3:16])[O:11][CH:12]1[CH2:13][O:14][S:23]([c:20]1[cH:19][cH:18][c:17]([CH3:27])[cH:22][cH:21]1)(=[O:24])=[O:25]. Yields the product Cc1ccc(S(=O)(=O)OCC2OC(C)(C)OC2CO)cc1. Reactants: [Li]CCCC, [Cl-], [Na+], C1CCOC1, CC1(C)OC(CO)C(CO)O1, Cc1ccc(S(=O)(=O)Cl)cc1. The reactants are CCS(=O)(=O)N1CCNCC1, COc1cc(NCCCCCCCl)c2nccc(C)c2c1, ClCCl, O. The product is CCS(=O)(=O)N1CCN(CCCCCCNc2cc(OC)cc3c(C)ccnc23)CC1. RXN SMILES: [CH2:22]([CH3:23])[S:24](=[O:25])(=[O:26])[N:27]1[CH2:28][CH2:29][NH:30][CH2:31][CH2:32]1.[Cl:1][CH2:2][CH2:3][CH2:4][CH2:5][CH2:6][CH2:7][NH:8][c:9]1[cH:10][c:11]([O:20][CH3:21])[cH:12][c:13]2[c:14]([CH3:19])[cH:15][cH:16][n:17][c:18]12.[Cl:33][CH2:34][Cl:35].[OH2:36]>>[CH2:2]([CH2:3][CH2:4][CH2:5][CH2:6][CH2:7][NH:8][c:9]1[cH:10][c:11]([O:20][CH3:21])[cH:12][c:13]2[c:14]([CH3:19])[cH:15][cH:16][n:17][c:18]12)[N:30]1[CH2:29][CH2:28][N:27]([S:24]([CH2:22][CH3:23])(=[O:25])=[O:26])[CH2:32][CH2:31]1. Reactants: Cl.C(C)N=C=NCCCN(C)C (1-ethyl-3-(3-dimethylaminopropyl)carbodiimide hydrochloride), C(C)(C)(C)OC(=O)N1CCC(CC1)CCC(=O)N1C[C@@H](CCC1)C(=O)N[C@@H](CC(=O)O)C#C (N-[(R)-1-[3-(1-tert-butoxycarbonyl-4-piperidyl)propionyl]-3-piperidylcarbonyl]-3(S)-ethynyl-β-alanine), CC(CCCO)C (4-methyl-1-pentanol), N,N-dimethylaminopyridine. Solvent: ClCCl (dichloromethane). Conditions: time 8 hour. Product: C(CCC(C)C)OC(C[C@H](NC(=O)[C@H]1CN(CCC1)C(CCC1CCN(CC1)C(=O)OC(C)(C)C)=O)C#C)=O (N-[(R)-1-[3-(1-tert-butoxycarbonyl-4-piperidyl)propionyl]-3-piperidylcarbonyl]-3(S)-ethynyl-β-alanine isohexyl ester). RXN SMILES: [C:1]([O:5][C:6]([N:8]1[CH2:13][CH2:12][CH:11]([CH2:14][CH2:15][C:16]([N:18]2[CH2:23][CH2:22][CH2:21][C@@H:20]([C:24]([NH:26][C@H:27]([C:32]#[CH:33])[CH2:28][C:29]([OH:31])=[O:30])=[O:25])[CH2:19]2)=[O:17])[CH2:10][CH2:9]1)=[O:7])([CH3:4])([CH3:3])[CH3:2].[CH3:34][CH:35]([CH3:40])[CH2:36][CH2:37][CH2:38]O.Cl.C(N=C=NCCCN(C)C)C>ClCCl>[CH2:38]([O:30][C:29](=[O:31])[CH2:28][C@@H:27]([C:32]#[CH:33])[NH:26][C:24]([C@@H:20]1[CH2:21][CH2:22][CH2:23][N:18]([C:16](=[O:17])[CH2:15][CH2:14][CH:11]2[CH2:10][CH2:9][N:8]([C:6]([O:5][C:1]([CH3:4])([CH3:3])[CH3:2])=[O:7])[CH2:13][CH2:12]2)[CH2:19]1)=[O:25])[CH2:37][CH2:36][CH:35]([CH3:40])[CH3:34] |f:2.3|. Procedure details: To a mixture of N-[(R)-1-[3-(1-tert-butoxycarbonyl-4-piperidyl)propionyl]-3-piperidylcarbonyl]-3(S)-ethynyl-β-alanine (0.5 g), 4-methyl-1-pentanol 0.15 ml) and N,N-dimethylaminopyridine (13 mg) in dichloromethane (5 ml) was added 1-ethyl-3-(3-dimethylaminopropyl)carbodiimide hydrochloride (0.23 g) at 0° C. After stirring at an ambient temperature overnight, the solution was evaporated in vacuo. The residue was poured into water and extracted with ethyl acetate. The extract was washed with satura...